Dataset: the Open Reaction Database (ORD), a public repository of structured organic reaction records. Task: describe an organic reaction: reactants, conditions, products, and yield Reactants: CCCC#Cc1cc(OCCCN2CCOCC2)cc(Sc2ccc(OCC(=O)OCC)c(Cl)c2)c1, CCO, Cl, [Na+], [OH-]. Product: CCCC#Cc1cc(OCCCN2CCOCC2)cc(Sc2ccc(OCC(=O)O)c(Cl)c2)c1. As a reaction SMILES: [CH2:1]([CH3:2])[O:3][C:4]([CH2:5][O:6][c:7]1[c:8]([Cl:35])[cH:9][c:10]([S:13][c:14]2[cH:15][c:16]([O:25][CH2:26][CH2:27][CH2:28][N:29]3[CH2:30][CH2:31][O:32][CH2:33][CH2:34]3)[cH:17][c:18]([C:20]#[C:21][CH2:22][CH2:23][CH3:24])[cH:19]2)[cH:11][cH:12]1)=[O:36].[CH3:40][CH2:41][OH:42].[ClH:39].[Na+:38].[OH-:37]>>[O:3]=[C:4]([CH2:5][O:6][c:7]1[c:8]([Cl:35])[cH:9][c:10]([S:13][c:14]2[cH:15][c:16]([O:25][CH2:26][CH2:27][CH2:28][N:29]3[CH2:30][CH2:31][O:32][CH2:33][CH2:34]3)[cH:17][c:18]([C:20]#[C:21][CH2:22][CH2:23][CH3:24])[cH:19]2)[cH:11][cH:12]1)[OH:36]. Reactants: CC(C)(C)[Si](C)(C)O[Si](C)(C)C(C)(C)C, CC(=O)OC(C)=O, CN(C)c1ccncc1, ClCCl, OCCCc1c[nH]c2ccccc12. Product: CC(C)(C)[Si](C)(C)O[Si](C)(C)C(C)(C)C, CC(=O)n1cc(CCCO)c2ccccc21. Reaction SMILES: [C:1]([CH3:2])([CH3:3])([CH3:4])[Si:5]([CH3:6])([CH3:7])[O:8][Si:9]([C:10]([CH3:11])([CH3:12])[CH3:13])([CH3:14])[CH3:15].[CH3:29][C:30](=[O:31])[O:32][C:33](=[O:34])[CH3:35].[CH3:36][N:37]([CH3:38])[c:39]1[cH:40][cH:41][n:42][cH:43][cH:44]1.[Cl:45][CH2:46][Cl:47].[nH:16]1[cH:17][c:18]([CH2:25][CH2:26][CH2:27][OH:28])[c:19]2[cH:20][cH:21][cH:22][cH:23][c:24]12>>[C:1]([CH3:2])([CH3:3])([CH3:4])[Si:5]([CH3:6])([CH3:7])[O:8][Si:9]([C:10]([CH3:11])([CH3:12])[CH3:13])([CH3:14])[CH3:15].[n:16]1([C:30]([CH3:29])=[O:31])[cH:17][c:18]([CH2:25][CH2:26][CH2:27][OH:28])[c:19]2[cH:20][cH:21][cH:22][cH:23][c:24]12. Starting materials: C(=O)([O-])[O-].[Na+].[Na+] (Na2CO3), C(C)(C)(C)C=1C=C(N(N1)C1=CC=C(C=C1)OC)N (5-tert-butyl-2-(4-methoxy-phenyl)-2H-pyrazol-3-ylamine), ClC1=CC(=NC=N1)OC=1C=C2C=CC=C(C2=CC1)C(=O)Cl (6-(6-chloropyrimidin-4-yloxy)-naphthalene-1-carbonyl chloride), N1=CC=CC=C1 (Pyridine). Run in C(Cl)Cl (CH2Cl2), C(Cl)Cl (CH2Cl2). Run at temperature 0 celsius, time 2 hour. The product is C(C)(C)(C)C=1C=C(N(N1)C1=CC=C(C=C1)OC)NC(=O)C1=CC=CC2=CC(=CC=C12)OC1=NC=NC(=C1)Cl (6-(6-Chloro-pyrimidin-4-yloxy)-naphthalene-1-carboxylic acid [5-tert-butyl-2-(4-methoxy-phenyl)-2H-pyrazol-3-yl]-amide). Reaction SMILES: [C:1]([C:5]1[CH:6]=[C:7]([NH2:18])[N:8]([C:10]2[CH:15]=[CH:14][C:13]([O:16][CH3:17])=[CH:12][CH:11]=2)[N:9]=1)([CH3:4])([CH3:3])[CH3:2].[Cl:19][C:20]1[N:25]=[CH:24][N:23]=[C:22]([O:26][C:27]2[CH:28]=[C:29]3[C:34](=[CH:35][CH:36]=2)[C:33]([C:37](Cl)=[O:38])=[CH:32][CH:31]=[CH:30]3)[CH:21]=1.N1C=CC=CC=1.C([O-])([O-])=O.[Na+].[Na+]>C(Cl)Cl>[C:1]([C:5]1[CH:6]=[C:7]([NH:18][C:37]([C:33]2[C:34]3[C:29](=[CH:28][C:27]([O:26][C:22]4[CH:21]=[C:20]([Cl:19])[N:25]=[CH:24][N:23]=4)=[CH:36][CH:35]=3)[CH:30]=[CH:31][CH:32]=2)=[O:38])[N:8]([C:10]2[CH:15]=[CH:14][C:13]([O:16][CH3:17])=[CH:12][CH:11]=2)[N:9]=1)([CH3:4])([CH3:2])[CH3:3] |f:3.4.5|. Reported procedure: 2.9 g (12 mMol) 5-tert-butyl-2-(4-methoxy-phenyl)-2H-pyrazol-3-ylamine and 3.8 g (12 mMol) 6-(6-chloropyrimidin-4-yloxy)-naphthalene-1-carbonyl chloride (described under Step 19.3) are dissolved in 10 ml CH2Cl2 and cooled to 0° C. 0.99 ml (12 mMol) Pyridine are added dropwise and after complete addition the reaction is allowed to warm to rt. It is stirred for 2 h at ambient temperature. The reaction is worked up by addition of 150 ml CH2Cl2 and aq. extraction with sat. Na2CO3 solution. The organ... The reactants are CC(=O)O, CN(C)C=O, Cc1nc2nc(CO)cc(O)n2n1, Cc1ccc(S(=O)(=O)O)cc1. Product: Cc1nc2nc(CO)cc(S)n2n1. As a reaction SMILES: [CH3:30][C:31](=[O:32])[OH:33].[O:14]=[CH:15][N:16]([CH3:17])[CH3:18].[OH:1][c:2]1[cH:3][c:4]([CH2:12][OH:13])[n:5][c:6]2[n:7]1[n:8][c:9]([CH3:11])[n:10]2.[c:19]1([CH3:20])[cH:21][cH:22][c:23]([S:25]([OH:24])(=[O:26])=[O:27])[cH:28][cH:29]1>>[c:2]1([SH:25])[cH:3][c:4]([CH2:12][OH:13])[n:5][c:6]2[n:7]1[n:8][c:9]([CH3:11])[n:10]2. The reactants are ClC1=CC=C(C(=N1)C#N)[N+](=O)[O-] (6-chloro-3-nitro-pyridine-2-carbonitrile), Cl[Sn]Cl (SnCl2), CCO (EtOH). Procedure: 6-chloro-3-nitro-pyridine-2-carbonitrile (100 mg, 0.54 mmol) is taken up in EtOH (1 mL), combined with SnCl2 (413 mg, 2.18 mmol) and heated to 90° C. for 3 h. Then the solvent is removed, the residue is taken up in ethyl acetate and first of all washed with NaHCO3 to pH 7, then washed with NaOH (2 M) to pH 8-9. Then the residue is filtered through Celite®, the filtrate is extracted again with ethyl acetate and the combined organic phases are dried on Na2SO4. The solvent is eliminated in vacuo an... The product is NC=1C(=NC(=CC1)Cl)C(=O)N (3-amino-6-chloro-pyridine-2-carboxylic acid amide). Conditions: temperature 90 celsius. As a reaction SMILES: [Cl:1][C:2]1[N:7]=[C:6]([C:8]#[N:9])[C:5]([N+:10]([O-])=O)=[CH:4][CH:3]=1.Cl[Sn]Cl.CC[OH:18]>>[NH2:10][C:5]1[C:6]([C:8]([NH2:9])=[O:18])=[N:7][C:2]([Cl:1])=[CH:3][CH:4]=1. Starting materials: Example 5(A) ( iii ), C(C1=CC=CC=C1)N (monobenzylamine), C(C1=CC=CC=C1)OC(=O)N([C@@H](C(C)C)C(=O)N[C@@H](CCC)C(=O)N[C@@H](CCC)C(=O)N[C@@H](C)P(O)(O)=O)C ((1R)-1-[(N-benzyloxycarbonyl-N-methyl-L-valyl-L-norvalyl-L-norvalyl)amino]-ethylphosphonic acid). Yields the product CN[C@@H](C(C)C)C(=O)N[C@@H](CCC)C(=O)N[C@@H](CCC)C(=O)N[C@@H](C)P(O)(O)=O ((1R)-1-(N-methyl-L-valyl-L-norvalyl-L-norvalylamino)-ethylphosphonic acid). RXN SMILES: C(N)C1C=CC=CC=1.C(O[C:17]([N:19](C)[C@H:20]([C:24]([NH:26][C@H:27]([C:31]([NH:33][C@H:34]([C:38]([NH:40][C@H:41]([P:43](=[O:46])([OH:45])[OH:44])[CH3:42])=[O:39])[CH2:35][CH2:36][CH3:37])=[O:32])[CH2:28][CH2:29][CH3:30])=[O:25])[CH:21]([CH3:23])[CH3:22])=O)C1C=CC=CC=1>>[CH3:17][NH:19][C@H:20]([C:24]([NH:26][C@H:27]([C:31]([NH:33][C@H:34]([C:38]([NH:40][C@H:41]([P:43](=[O:44])([OH:46])[OH:45])[CH3:42])=[O:39])[CH2:35][CH2:36][CH3:37])=[O:32])[CH2:28][CH2:29][CH3:30])=[O:25])[CH:21]([CH3:22])[CH3:23]. Reported procedure: In a manner analogous to that described in Example 5(A) (iii), from the monobenzylamine salt of (1R)-1-[(N-benzyloxycarbonyl-N-methyl-L-valyl-L-norvalyl-L-norvalyl)amino]-ethylphosphonic acid there was obtained (1R)-1-(N-methyl-L-valyl-L-norvalyl-L-norvalylamino)-ethylphosphonic acid of melting point 300°-302° C. (decomposition). Reactants: [OH-].[K+] (potassium hydroxide), C(C)(C)(CC)C1=C(OC2=C(C(=O)OC)C=C(C=C2)OC)C=CC(=C1)C(C)(C)CC (methyl 2-(2,4-di-tert-pentylphenoxy)-5-methoxybenzoate). Run in C(C)O (ethanol). The product is C(C)(C)(CC)C1=C(OC2=C(C(=O)O)C=C(C=C2)OC)C=CC(=C1)C(C)(C)CC (2-(2,4-di-tert-pentylphenoxy)-5-methoxybenzoic acid). Isolated yield 90.0%. RXN SMILES: [OH-].[K+].[C:3]([C:8]1[CH:26]=[C:25]([C:27]([CH2:30][CH3:31])([CH3:29])[CH3:28])[CH:24]=[CH:23][C:9]=1[O:10][C:11]1[CH:20]=[CH:19][C:18]([O:21][CH3:22])=[CH:17][C:12]=1[C:13]([O:15]C)=[O:14])([CH2:6][CH3:7])([CH3:5])[CH3:4]>C(O)C>[C:3]([C:8]1[CH:26]=[C:25]([C:27]([CH2:30][CH3:31])([CH3:29])[CH3:28])[CH:24]=[CH:23][C:9]=1[O:10][C:11]1[CH:20]=[CH:19][C:18]([O:21][CH3:22])=[CH:17][C:12]=1[C:13]([OH:15])=[O:14])([CH2:6][CH3:7])([CH3:5])[CH3:4] |f:0.1|. Procedure: To a solution of potassium hydroxide (5.6 g, 0.1 mol) in ethanol (150 mL) was added methyl 2-(2,4-di-tert-pentylphenoxy)-5-methoxybenzoate (18.0 g, 0.045 mol) and the mixture brought to reflux for 2 hours. TLC indicated the hydrolysis to be complete. The ethanol was removed in vacuo and the residue taken up in water (75 mL) and acidified with 6N HCl. The aqueous mixture was extracted with ethyl acetate (3×100 mL). The organic layers were combined and dried over magnesium sulfate, filtered and th...